This data is from the Open Reaction Database (ORD), a public repository of structured organic reaction records. The task is: describe an organic reaction: reactants, conditions, products, and yield Starting materials: C=CC(C)(C)O, C[Si](C)(C)[SiH]([Si](C)(C)C)[Si](C)(C)C, N#CC1(N=NC2(C#N)CCCCC2)CCCCC1. Product: CC(C)(O)CC[Si]([Si](C)(C)C)([Si](C)(C)C)[Si](C)(C)C. Reaction SMILES: [CH3:1][C:2]([CH3:3])([CH:4]=[CH2:5])[OH:6].[CH3:7][Si:8]([CH3:9])([CH3:10])[SiH:11]([Si:12]([CH3:13])([CH3:14])[CH3:15])[Si:16]([CH3:17])([CH3:18])[CH3:19].[N:20]([C:21]1([C:22]#[N:23])[CH2:24][CH2:25][CH2:26][CH2:27][CH2:28]1)=[N:29][C:30]1([C:31]#[N:32])[CH2:33][CH2:34][CH2:35][CH2:36][CH2:37]1>>[CH3:1][C:2]([CH3:3])([CH2:4][CH2:5][Si:11]([Si:8]([CH3:7])([CH3:9])[CH3:10])([Si:12]([CH3:13])([CH3:14])[CH3:15])[Si:16]([CH3:17])([CH3:18])[CH3:19])[OH:6].